From a dataset of the Open Reaction Database (ORD), a public repository of structured organic reaction records. describe an organic reaction: reactants, conditions, products, and yield Starting materials: Cl, [Na+], [OH-], O, CC1CC(=O)Oc2cc(O)ccc21. The product is CC(CC(=O)O)c1ccc(O)cc1O. Reaction SMILES: [ClH:16].[Na+:2].[OH-:1].[OH2:17].[OH:3][c:4]1[cH:5][cH:6][c:7]2[c:12]([cH:13]1)[O:11][C:10](=[O:14])[CH2:9][CH:8]2[CH3:15]>>[OH:1][C:10]([CH2:9][CH:8]([c:7]1[cH:6][cH:5][c:4]([OH:3])[cH:13][c:12]1[OH:11])[CH3:15])=[O:14]. Starting materials: O (water), C(=C)C1=CC=C(C(=O)O)C=C1 (4-vinyl benzoic acid), O (water), C=C1C(=O)OCC1 (α-methylene-γ-butyrolactone), C(C(=C)C)(=O)OCCO (hydroxyethyl methacrylate), S(=O)(=O)([O-])OOS(=O)(=O)[O-].[Na+].[Na+] (sodium persulfate). Conditions: temperature 75 celsius, time 60 minute. The product is C=C1C(=O)OCC1.C(C(=C)C)(=O)OCCO.C(=C)C1=CC=C(C(=O)O)C=C1 (α-methylene-γ-butyrolactone hydroxyethyl methacrylate 4-vinyl benzoic acid). As a reaction SMILES: O.[CH2:2]=[C:3]1[CH2:8][CH2:7][O:6][C:4]1=[O:5].[C:9]([O:14][CH2:15][CH2:16][OH:17])(=[O:13])[C:10]([CH3:12])=[CH2:11].[CH:18]([C:20]1[CH:28]=[CH:27][C:23]([C:24]([OH:26])=[O:25])=[CH:22][CH:21]=1)=[CH2:19].S(OOS([O-])(=O)=O)([O-])(=O)=O.[Na+].[Na+]>>[CH2:2]=[C:3]1[CH2:8][CH2:7][O:6][C:4]1=[O:5].[C:9]([O:14][CH2:15][CH2:16][OH:17])(=[O:13])[C:10]([CH3:12])=[CH2:11].[CH:18]([C:20]1[CH:28]=[CH:27][C:23]([C:24]([OH:26])=[O:25])=[CH:22][CH:21]=1)=[CH2:19] |f:4.5.6,7.8.9|. Procedure: To a 250 mL round bottom flask equipped with a magnetic stir bar is added 50 g (2.78 mol) water and 1.67 g of the surfactant Abex EP-110 (Rhodia). The mixture is heated under flowing nitrogen to 75° C., at which time a monomer mixture consisting of 14.70 g (1.50×10−1 mol) α-methylene-γ-butyrolactone, 19.55 g (1.50×10−1 mol) hydroxyethyl methacrylate, and 1.71 g (1.16×10−2 mol) 4-vinyl benzoic acid is added via syringe pump over 180 minutes at reflux. After 10 minutes of monomer mixture addition,... The reactants are C(C)(C)(C)N (t-Butylamine), C(C)(C)(C)C=1C=C(C(=C(C1)S(=O)(=O)Cl)OC)[N+](=O)[O-] (5-t-butyl-2-methoxy-3-nitrophenyl sulfonyl chloride). Run in C(C)#N (acetonitrile). Conditions: time 1 hour. Product: C(C)(C)(C)C=1C=C(C(=C(C1)S(=O)(=O)NC(C)(C)C)OC)[N+](=O)[O-] (5-t-butyl-2-methoxy-3-nitrophenyl N-t-butyl sulfonamide). Reaction SMILES: [C:1]([NH2:5])([CH3:4])([CH3:3])[CH3:2].[C:6]([C:10]1[CH:11]=[C:12]([N+:22]([O-:24])=[O:23])[C:13]([O:20][CH3:21])=[C:14]([S:16](Cl)(=[O:18])=[O:17])[CH:15]=1)([CH3:9])([CH3:8])[CH3:7]>C(#N)C>[C:6]([C:10]1[CH:11]=[C:12]([N+:22]([O-:24])=[O:23])[C:13]([O:20][CH3:21])=[C:14]([S:16]([NH:5][C:1]([CH3:4])([CH3:3])[CH3:2])(=[O:17])=[O:18])[CH:15]=1)([CH3:9])([CH3:7])[CH3:8]. Procedure: t-Butylamine (9 ml) was added to a cooled solution of 5-t-butyl-2-methoxy-3-nitrophenyl sulfonyl chloride (7.4 g) in acetonitrile (40 ml). The mixture was stirred at ambient temperature for 1 hour and then the solvent was removed under vacuum. The residue was shaken with ethyl acetate (100 ml) and 4% citric acid (100 ml). The organic phase was separated and dried over sodium sulphate. Evaporation of solvent gave a solid residue which was recrystallized from aqueous ethanol to give the title comp... Reactants: O1CCOC2=C1C=CC(=C2)C=O (2,3-dihydro-1,4-benzodioxin-6-carboxaldehyde), O (Water), formula XXVII, C(C)(=O)O (acetic acid). The solvent is C(C)=O (acetaldehyde), C(C)=O (acetaldehyde), C(C)O (ethanol), [OH-].[K+] (potassium hydroxide). Conditions: temperature 10 celsius, time 20 minute. Product: O1CCOC2=C1C=CC(=C2)C=CC=O (3-(2,3-dihydro-1,4-benzodioxin-6-yl)-2-propenal), formula XXVIII. As a reaction SMILES: [C:1]([OH:4])(=O)[CH3:2].O.[O:6]1[C:11]2[CH:12]=[CH:13][C:14]([CH:16]=O)=[CH:15][C:10]=2[O:9][CH2:8][CH2:7]1>[OH-].[K+].C(O)C.C(=O)C>[O:6]1[C:11]2[CH:12]=[CH:13][C:14]([CH:16]=[CH:2][CH:1]=[O:4])=[CH:15][C:10]=2[O:9][CH2:8][CH2:7]1 |f:3.4|. Procedure details: To a solution which is 5 molar in 2,3-dihydro-1,4-benzodioxin-6-carboxaldehyde of formula XXVII ##STR19## and 0.58 molar in potassium hydroxide in ethanol as the solvent is added acetaldehyde in an amount sufficient to make the solution nominally 4 molar in acetaldehyde, over a period of 20 minutes and while stirring at 10° C. After the mixture is stirred at 10° C. for an additional 10 minutes, it is acidified by the addition of glacial acetic acid. Water is then added and the insoluble oil form... Starting materials: O.O.O.O.O.O.C(C=1C(C(=O)[O-])=CC=CC1)(=O)O[O-].[Mg+2] (magnesium monoperoxyphthalate hexahydrate), C1=CC=C(C(=C1)C(=O)[O-])C(=O)O[O-].[Mg+2] (MMPP), FC1=C(CN2C(C(=C(C=C2C=2SC(=CC2)C2=NC(=NC(=C2)OCC)SC)C(F)(F)F)C#N)=O)C=CC(=C1)F (1-(2,4-Difluoro-benzyl)-6-[5-(6-ethoxy-2-methylsulfanyl-pyrimidin-4-yl)-thiophen-2-yl]-2-oxo-4-trifluoromethyl-1,2-dihydropyridine-3-carbonitrile). Run in ClCCl (dichloromethane), CO (methanol). Reaction conditions: time 8 hour. The product is FC1=C(CN2C(C(=C(C=C2C=2SC(=CC2)C2=NC(=NC(=C2)OCC)S(=O)(=O)C)C(F)(F)F)C#N)=O)C=CC(=C1)F (1-(2,4-difluorobenzyl)-6-[5-(6-ethoxy-2-methanesulfonyl-pyrimidin-4-yl)-thiophen-2-yl]-2-oxo-4-trifluoromethyl-1,2-dihydro-pyridine-3-carbonitrile). Isolated yield 80.0%. As a reaction SMILES: [F:1][C:2]1[CH:37]=[C:36]([F:38])[CH:35]=[CH:34][C:3]=1[CH2:4][N:5]1[C:10]([C:11]2[S:12][C:13]([C:16]3[CH:21]=[C:20]([O:22][CH2:23][CH3:24])[N:19]=[C:18]([S:25][CH3:26])[N:17]=3)=[CH:14][CH:15]=2)=[CH:9][C:8]([C:27]([F:30])([F:29])[F:28])=[C:7]([C:31]#[N:32])[C:6]1=[O:33].[OH2:39].[OH2:40].O.O.O.O.C(O[O-])(=O)C1C(=CC=CC=1)C([O-])=O.[Mg+2].C1C=C(C([O-])=O)C(C(O[O-])=O)=CC=1.[Mg+2]>ClCCl.CO>[F:1][C:2]1[CH:37]=[C:36]([F:38])[CH:35]=[CH:34][C:3]=1[CH2:4][N:5]1[C:10]([C:11]2[S:12][C:13]([C:16]3[CH:21]=[C:20]([O:22][CH2:23][CH3:24])[N:19]=[C:18]([S:25]([CH3:26])(=[O:40])=[O:39])[N:17]=3)=[CH:14][CH:15]=2)=[CH:9][C:8]([C:27]([F:29])([F:30])[F:28])=[C:7]([C:31]#[N:32])[C:6]1=[O:33] |f:1.2.3.4.5.6.7.8,9.10|. Procedure details: 1-(2,4-Difluoro-benzyl)-6-[5-(6-ethoxy-2-methylsulfanyl-pyrimidin-4-yl)-thiophen-2-yl]-2-oxo-4-trifluoromethyl-1,2-dihydropyridine-3-carbonitrile (49 mg, 0.087 mmol) was dissolved in a mixture of dichloromethane (2 mL) and methanol (0.4 mL). To this solution was added magnesium monoperoxyphthalate hexahydrate, MMPP, (108 mg, 0.218 mmol, 80% tech.) and the mixture was stirred at ambient temperature for overnight. After this period the reaction mixture was combined with dichloromethene (20 mL) and...